Dataset: the Open Reaction Database (ORD), a public repository of structured organic reaction records. Task: describe an organic reaction: reactants, conditions, products, and yield The reactants are CC(C)(C)OC(=O)N1CCC(CCO)CC1, C1CCOC1, O=C(N=NC(=O)N1CCCCC1)N1CCCCC1, CC(C)(C)c1cc(N)n(-c2ccc(O)cc2)n1, c1ccc(P(c2ccccc2)c2ccccc2)cc1. Yields the product CC(C)(C)OC(=O)N1CCC(CCOc2ccc(-n3nc(C(C)(C)C)cc3N)cc2)CC1. RXN SMILES: [C:18]([CH3:19])([CH3:20])([CH3:21])[O:22][C:23](=[O:24])[N:25]1[CH2:26][CH2:27][CH:28]([CH2:31][CH2:32][OH:33])[CH2:29][CH2:30]1.[CH2:71]1[O:72][CH2:73][CH2:74][CH2:75]1.[N:34]([C:35]([N:36]1[CH2:37][CH2:38][CH2:39][CH2:40][CH2:41]1)=[O:42])=[N:43][C:44]([N:45]1[CH2:46][CH2:47][CH2:48][CH2:49][CH2:50]1)=[O:51].[NH2:1][c:2]1[cH:3][c:4]([C:14]([CH3:15])([CH3:16])[CH3:17])[n:5][n:6]1-[c:7]1[cH:8][cH:9][c:10]([OH:13])[cH:11][cH:12]1.[c:52]1([P:53]([c:54]2[cH:55][cH:56][cH:57][cH:58][cH:59]2)[c:60]2[cH:61][cH:62][cH:63][cH:64][cH:65]2)[cH:66][cH:67][cH:68][cH:69][cH:70]1>>[NH2:1][c:2]1[cH:3][c:4]([C:14]([CH3:15])([CH3:16])[CH3:17])[n:5][n:6]1-[c:7]1[cH:8][cH:9][c:10]([O:13][CH2:32][CH2:31][CH:28]2[CH2:27][CH2:26][N:25]([C:23]([O:22][C:18]([CH3:19])([CH3:20])[CH3:21])=[O:24])[CH2:30][CH2:29]2)[cH:11][cH:12]1.